This data is from the Open Reaction Database (ORD), a public repository of structured organic reaction records. The task is: describe an organic reaction: reactants, conditions, products, and yield Procedure: In a manner similar to Preparation 1 react 2-chloro-4-methoxybenzenamine with chloroacetyl chloride followed by N-(2-propenyl)cyclohexanemethanamine to obtain the title compound. Product: ClC1=C(C=CC(=C1)OC)NC(CN(CC=C)CC1CCCCC1)=O (N-(2-Chloro-4-methoxyphenyl)-2-[cyclohexylmethyl (2-propenyl)amino]acetamide). Starting materials: ClC1=C(C=CC(=C1)OC)N (2-chloro-4-methoxybenzenamine), ClCC(=O)Cl (chloroacetyl chloride), C(C=C)NCC1CCCCC1 (N-(2-propenyl)cyclohexanemethanamine). RXN SMILES: [Cl:1][C:2]1[CH:7]=[C:6]([O:8][CH3:9])[CH:5]=[CH:4][C:3]=1[NH2:10].Cl[CH2:12][C:13](Cl)=[O:14].[CH2:16]([NH:19][CH2:20][CH:21]1[CH2:26][CH2:25][CH2:24][CH2:23][CH2:22]1)[CH:17]=[CH2:18]>>[Cl:1][C:2]1[CH:7]=[C:6]([O:8][CH3:9])[CH:5]=[CH:4][C:3]=1[NH:10][C:13](=[O:14])[CH2:12][N:19]([CH2:20][CH:21]1[CH2:26][CH2:25][CH2:24][CH2:23][CH2:22]1)[CH2:16][CH:17]=[CH2:18]. Starting materials: CI (methyl iodide), C(C1=CC=CC=C1)N1CCC(CC1)N(C1=NC=CC=C1CO)C (1-Benzyl-4-(N-methyl-N-(3-hydroxymethyl-2-pyridyl)amino)piperidine), [OH-].[K+] (potassium hydroxide). Run in CS(=O)C (dimethylsulfoxide), CS(=O)C (dimethylsulfoxide), O (water). Reaction conditions: time 30 minute. Product: C(C1=CC=CC=C1)N1CCC(CC1)N(C1=NC=CC=C1COC)C (1-Benzyl-4-(N-methyl-N-(3-methoxymethyl-2-pyridyl)amino)piperidine). As a reaction SMILES: [OH-].[K+].[CH2:3]([N:10]1[CH2:15][CH2:14][CH:13]([N:16]([CH3:25])[C:17]2[C:22]([CH2:23][OH:24])=[CH:21][CH:20]=[CH:19][N:18]=2)[CH2:12][CH2:11]1)[C:4]1[CH:9]=[CH:8][CH:7]=[CH:6][CH:5]=1.[CH3:26]I>CS(C)=O.O>[CH2:3]([N:10]1[CH2:15][CH2:14][CH:13]([N:16]([CH3:25])[C:17]2[C:22]([CH2:23][O:24][CH3:26])=[CH:21][CH:20]=[CH:19][N:18]=2)[CH2:12][CH2:11]1)[C:4]1[CH:5]=[CH:6][CH:7]=[CH:8][CH:9]=1 |f:0.1|. Procedure: To a mixture of powdered potassium hydroxide (356 mg) in dry dimethylsulfoxide (2 ml) under nitrogen is added a solution of 1-benzyl-4-(N-methyl-N-(3-hydroxymethyl-2-pyridyl)amino)piperidine (XXX, EXAMPLE 35, 494 mg) in dry dimethylsulfoxide (1.2 ml) followed by methyl iodide (118 μl). The resulting mixture is stirred at 20°-25° for 30 min and is then diluted with water (15 ml) and extracted with methylene chloride (2×20 ml). The combined organic phases are washed with water (2×10 ml) and saline... The reactants are S1C(=CC=2C1=NC=CC2)CO (thieno[2,3-b]pyridine-2-ylmethanol), S1C(=CC2=NC=CC=C21)CN (Thieno[3,2-b]pyridin-2-ylmethanamine). Product: S1C(=CC=2C1=NC=CC2)CN (Thieno[2,3-b]pyridin-2-ylmethanamine). RXN SMILES: [S:1]1[C:5]2=[N:6][CH:7]=[CH:8][CH:9]=[C:4]2[CH:3]=[C:2]1[CH2:10]O.S1C2C(=[N:16]C=CC=2)C=C1CN>>[S:1]1[C:5]2=[N:6][CH:7]=[CH:8][CH:9]=[C:4]2[CH:3]=[C:2]1[CH2:10][NH2:16]. Procedure details: Intermediate E was prepared from thieno[2,3-b]pyridine-2-ylmethanol (E-2) following similar procedures for synthesizing intermediate C from C-4, as described above. MS (m/z): 165 (M+1)+. Starting materials: CN(C=O)C (dimethylformamide), [Na+].O1CCC2=C1C=CC(=C2)CC(=O)NC2C1SCC(=C(N1C2=O)C(=O)[O-])CSC2=NN=NN2C (7-[[(2,3-dihydro-5-benzofuranyl)acetyl]amino]-3-[[(1-methyltetrazol-5-yl)thio]methyl]-8-oxo-5-thia-1-azabicyclo[4.2.0]oct-2-ene-2-carboxylic acid sodium salt), ClCOC([C@@H](NC(=O)OC(C)(C)C)C(C)C)=O (N-tert-butoxycarbonyl-L-valine chloromethyl ester). The solvent is C(C)(=O)OCC (ethyl acetate). Reaction conditions: time 72 hour. The product is C(C)(C)(C)OC(=O)NC(C(=O)COC(=O)C=1N2C(C(C2SCC1CSC1=NN=NN1C)NC(CC=1C=CC2=C(CCO2)C1)=O)=O)C(C)C (7-[[(2,3-dihydro-5-benzofuranyl)acetyl]amino]-3-[[(1-methyltetrazol-5-yl)thio]methyl]-8-oxo-5-thia-1-azabicyclo[4.2.0]oct-2-ene-2-carboxylic acid N-tert-butoxycarbonyl-2-amino-3-methylbutyrylmethyl ester), amine. As a reaction SMILES: [Na+].[O:2]1[C:6]2[CH:7]=[CH:8][C:9]([CH2:11][C:12]([NH:14][CH:15]3[C:22](=[O:23])[N:21]4[CH:16]3[S:17][CH2:18][C:19]([CH2:27][S:28][C:29]3[N:33]([CH3:34])[N:32]=[N:31][N:30]=3)=[C:20]4[C:24]([O-:26])=[O:25])=[O:13])=[CH:10][C:5]=2[CH2:4][CH2:3]1.ClCO[C:38](=[O:51])[C@H:39]([CH:48]([CH3:50])[CH3:49])[NH:40][C:41]([O:43][C:44]([CH3:47])([CH3:46])[CH3:45])=[O:42].[CH3:52]N(C)C=O>C(OCC)(=O)C>[C:44]([O:43][C:41]([NH:40][CH:39]([CH:48]([CH3:49])[CH3:50])[C:38]([CH2:52][O:25][C:24]([C:20]1[N:21]2[CH:16]([S:17][CH2:18][C:19]=1[CH2:27][S:28][C:29]1[N:33]([CH3:34])[N:32]=[N:31][N:30]=1)[CH:15]([NH:14][C:12](=[O:13])[CH2:11][C:9]1[CH:8]=[CH:7][C:6]3[O:2][CH2:3][CH2:4][C:5]=3[CH:10]=1)[C:22]2=[O:23])=[O:26])=[O:51])=[O:42])([CH3:45])([CH3:46])[CH3:47] |f:0.1|. Procedure: A suspension of 50 mmole of 7-[[(2,3-dihydro-5-benzofuranyl)acetyl]amino]-3-[[(1-methyltetrazol-5-yl)thio]methyl]-8-oxo-5-thia-1-azabicyclo[4.2.0]oct-2-ene-2-carboxylic acid sodium salt and 50 mmole of N-tert-butoxycarbonyl-L-valine chloromethyl ester, prepared by the procedure described in W. German Offen. No. 2,236,620, are mixed in 100 ml of dimethylformamide and stirred for about 72 hours. The mixture is diluted with ethyl acetate, washed with water, with aqueous sodium bicarbonate, and with... The reactants are COCn1ncc(OC)c(-c2ccc(OCCCN3CCCC3C)cc2)c1=O, CO, Cl, [Na+], [OH-]. Yields the product COc1cn[nH]c(=O)c1-c1ccc(OCCCN2CCCC2C)cc1. As a reaction SMILES: [CH3:1][O:2][c:3]1[c:4](-[c:13]2[cH:14][cH:15][c:16]([O:19][CH2:20][CH2:21][CH2:22][N:23]3[CH:24]([CH3:28])[CH2:25][CH2:26][CH2:27]3)[cH:17][cH:18]2)[c:5](=[O:12])[n:6]([CH2:9][O:10][CH3:11])[n:7][cH:8]1.[CH3:32][OH:33].[ClH:29].[Na+:31].[OH-:30]>>[CH3:1][O:2][c:3]1[c:4](-[c:13]2[cH:14][cH:15][c:16]([O:19][CH2:20][CH2:21][CH2:22][N:23]3[CH:24]([CH3:28])[CH2:25][CH2:26][CH2:27]3)[cH:17][cH:18]2)[c:5](=[O:12])[nH:6][n:7][cH:8]1. As a reaction SMILES: [CH2:1]([O:3][C:4](=[O:18])[CH2:5][CH2:6][NH:7][C:8](=[O:17])[C:9]1[CH:14]=[C:13]([I:15])[CH:12]=[CH:11][C:10]=1[NH2:16])[CH3:2].N1C(C)=[CH:23][CH:22]=[CH:21][C:20]=1[CH3:26].[CH3:27]I>CN(C)C=O>[CH2:1]([O:3][C:4](=[O:18])[CH2:5][CH2:6][NH:7][C:8](=[O:17])[C:9]1[CH:14]=[C:13]([I:15])[CH:12]=[CH:11][C:10]=1[NH:16][CH3:27])[C:2]1[CH:23]=[CH:22][CH:21]=[CH:20][CH:26]=1. Procedure details: A magnetically stirred solution of 0.848 gram of N-(2-amino-5-iodobenzoyl)-b-alanine ethyl ester (2.0 mmol), 0.35 mL 2,6-lutidine (3.0 mmol), 0.19 mL methyl iodide (3.0 mmol), and 15 mL dimethylformamide was heated to 50° C. for 15 hours. The reaction mixture was allowed to cool to room temperature and concentrated in vacuo. The resulting residue was dissolved in 75 mL ethyl acetate and washed 1×50 mL 10% citric acid, 1×50 mL sat. sodium bicarbonate, 1×50 mL brine, dried over magnesium sulfate, ... The yield is 34.8%. Reactants: C(C)OC(CCNC(C1=C(C=CC(=C1)I)N)=O)=O (N-(2-amino-5-iodobenzoyl)-b-alanine ethyl ester), N1=C(C=CC=C1C)C (2,6-lutidine), CI (methyl iodide). The solvent is CN(C=O)C (dimethylformamide). Yields the product C(C1=CC=CC=C1)OC(CCNC(C1=C(C=CC(=C1)I)NC)=O)=O (N-(2-methylamino-5-iodobenzoyl)-b-alanine benzyl ester). Reactants: NC1=NC=C(N=C1Br)Br (2-amino-3,5-dibromopyrazine), ClC1=C(CN)C(=CC=C1F)F (2-chloro-3,6-difluorobenzylamine), C(C)N(CC)C(C)C (N, N-diethylisopropylamine). Run in CCCCO (n-BuOH). Product: BrC=1N=C(C(=NC1)N)NCC1=C(C(=CC=C1F)F)Cl (5-bromo-N3-(2-chloro-3,6-difluorobenzyl)pyrazine-2,3-diamine). Isolated yield 70.0%. Reaction SMILES: [NH2:1][C:2]1[C:7](Br)=[N:6][C:5]([Br:9])=[CH:4][N:3]=1.[Cl:10][C:11]1[C:18]([F:19])=[CH:17][CH:16]=[C:15]([F:20])[C:12]=1[CH2:13][NH2:14].C(N(C(C)C)CC)C>CCCCO>[Br:9][C:5]1[N:6]=[C:7]([NH:14][CH2:13][C:12]2[C:15]([F:20])=[CH:16][CH:17]=[C:18]([F:19])[C:11]=2[Cl:10])[C:2]([NH2:1])=[N:3][CH:4]=1. Reported procedure: A solution of 2-amino-3,5-dibromopyrazine (29 mmol, 7.35 g), 2-chloro-3,6-difluorobenzylamine (29 mmol, 5.16 g), and N, N-diethylisopropylamine (32 mmol, 5.6 mL) in n-BuOH (20 mL) was refluxed for 72 hrs. After volatile components were removed on rotavap, EtOAc and water were added to the residue to facilitate the extraction. The combined organic layers were combined, dried, concentrated, and then subjected to a silica gel column chromatography by using hexanes/EtOAc (4:1) as eluents, furnishing... The reactants are [F-].C(CCC)[N+](CCCC)(CCCC)CCCC (tetrabutylammonium fluoride), F (hydrogenfluoride), CC=1[C@](CC(C1CC#C)=C)(C(C)(C)C)O[SiH](C)C ((S)-2-methyl-4-methylidene-3-(2-propynyl)-1-tert-butyldimethylsilyl-oxycyclopent-2-ene), mixture, ice water. The solvent is O1CCCC1 (tetrahydrofurane), O1CCCC1 (tetrahydrofuran). Conditions: time 14 hour. The product is desired product, CC=1[C@H](CC(C1CC#C)=C)O ((S)-2-methyl-4-methylidene-3-(2-propynyl)cyclopent-2-ene-1-ol). Yield: 80.1%. Reaction SMILES: [CH3:1][C:2]1[C@@:3]([O:15][SiH](C)C)(C(C)(C)C)[CH2:4][C:5](=[CH2:10])[C:6]=1[CH2:7][C:8]#[CH:9].[F-].C([N+](CCCC)(CCCC)CCCC)CCC.F>O1CCCC1>[CH3:1][C:2]1[C@@H:3]([OH:15])[CH2:4][C:5](=[CH2:10])[C:6]=1[CH2:7][C:8]#[CH:9] |f:1.2|. Procedure details: 3 To a solution of (S)-2-methyl-4-methylidene-3-(2-propynyl)-1-tert-butyldimethylsilyl-oxycyclopent-2-ene (7.52 g, obtained above) in tetrahydrofuran (50 ml) was added a solution mixture (30 ml) consisting of tetrahydrofurane solution (80 parts) of 1M tetrabutylammonium fluoride and 46% hydrogenfluoride (3 parts) under ice-water cooling. The solution was then stirred at room temperature for 14 hours. The reaction solution was poured into ice-water, and then extracted with ether (150 ml ×2). The ...